From a dataset of the Open Reaction Database (ORD), a public repository of structured organic reaction records. describe an organic reaction: reactants, conditions, products, and yield Reactants: CCO, COC(=O)c1ccc([N+](=O)[O-])c(OC)c1, NN, O. Product: COc1cc(C(=O)NN)ccc1[N+](=O)[O-]. As a reaction SMILES: [CH3:19][CH2:20][OH:21].[CH3:1][O:2][c:3]1[cH:4][c:5]([C:6](=[O:7])[O:8][CH3:9])[cH:10][cH:11][c:12]1[N+:13](=[O:14])[O-:15].[NH2:17][NH2:18].[OH2:16]>>[CH3:1][O:2][c:3]1[cH:4][c:5]([C:6](=[O:7])[NH:17][NH2:18])[cH:10][cH:11][c:12]1[N+:13](=[O:14])[O-:15].